Dataset: the Open Reaction Database (ORD), a public repository of structured organic reaction records. Task: describe an organic reaction: reactants, conditions, products, and yield The reactants are CC=1C(=NC(=C(C1)C)C)N1CCN(CC1)C(=O)C1=CC=C(C=N1)N1C(NCC1)=O (1-{6-[4-(3,5,6-trimethylpyridin-2-yl)piperazine-1-carbonyl]pyridin-3-yl}imidazolidin-2-one), CI (methyl iodide). Product: CN1C(N(CC1)C=1C=NC(=CC1)C(=O)N1CCN(CC1)C1=NC(=C(C=C1C)C)C)=O (1-methyl-3-{6-[4-(3,5,6-trimethylpyridin-2-yl)piperazine-1-carbonyl]pyridin-3-yl}imidazolidin-2-one). Reaction SMILES: [CH3:1][C:2]1[C:3]([N:10]2[CH2:15][CH2:14][N:13]([C:16]([C:18]3[N:23]=[CH:22][C:21]([N:24]4[CH2:28][CH2:27][NH:26][C:25]4=[O:29])=[CH:20][CH:19]=3)=[O:17])[CH2:12][CH2:11]2)=[N:4][C:5]([CH3:9])=[C:6]([CH3:8])[CH:7]=1.[CH3:30]I>>[CH3:30][N:26]1[CH2:27][CH2:28][N:24]([C:21]2[CH:22]=[N:23][C:18]([C:16]([N:13]3[CH2:12][CH2:11][N:10]([C:3]4[C:2]([CH3:1])=[CH:7][C:6]([CH3:8])=[C:5]([CH3:9])[N:4]=4)[CH2:15][CH2:14]3)=[O:17])=[CH:19][CH:20]=2)[C:25]1=[O:29]. Procedure: Using 1-{6-[4-(3,5,6-trimethylpyridin-2-yl)piperazine-1-carbonyl]pyridin-3-yl}imidazolidin-2-one (136 mg) described in Example 397 and methyl iodide (26 μL) and by the reaction and treatment in the same manner as in Example 36, the title compound (109 mg) was obtained.